describe an organic reaction: reactants, conditions, products, and yield From a dataset of the Open Reaction Database (ORD), a public repository of structured organic reaction records. Reactants: O1CCC(CC1)=NO (tetrahydropyran-4-one oxime), ClC(C)C1=CC=C(C=C1)SC=1C=C(C=C(C1)F)C1(CCOCC1)OC (4-{3-[4-(1-chloroethyl)phenylthio]-5-fluorophenyl}-4-methoxytetrahydropyran). Product: FC=1C=C(C=C(C1)SC1=CC=C(C(C)ON=C2CCOCC2)C=C1)C1(CCOCC1)OC (tetrahydropyran-4-one O-{4-[5-fluoro-3-(4-methoxytetrahydropyran-4-yl)phenylthio]-α-methylbenzyl}oxime). Isolated yield 74.0%. As a reaction SMILES: [O:1]1[CH2:6][CH2:5][C:4](=[N:7][OH:8])[CH2:3][CH2:2]1.Cl[CH:10]([C:12]1[CH:17]=[CH:16][C:15]([S:18][C:19]2[CH:20]=[C:21]([C:26]3([O:32][CH3:33])[CH2:31][CH2:30][O:29][CH2:28][CH2:27]3)[CH:22]=[C:23]([F:25])[CH:24]=2)=[CH:14][CH:13]=1)[CH3:11]>>[F:25][C:23]1[CH:22]=[C:21]([C:26]2([O:32][CH3:33])[CH2:27][CH2:28][O:29][CH2:30][CH2:31]2)[CH:20]=[C:19]([S:18][C:15]2[CH:14]=[CH:13][C:12]([CH:10]([O:8][N:7]=[C:4]3[CH2:5][CH2:6][O:1][CH2:2][CH2:3]3)[CH3:11])=[CH:17][CH:16]=2)[CH:24]=1. Procedure: Using an analogous procedure to that described in Example 1, tetrahydropyran-4-one oxime was reacted with 4-{3-[4-(1-chloroethyl)phenylthio]-5-fluorophenyl}-4-methoxytetrahydropyran to give tetrahydropyran-4-one O-{4-[5-fluoro-3-(4-methoxytetrahydropyran-4-yl)phenylthio]-α-methylbenzyl}oxime as an oil in 74% yield. Starting materials: BrC=1C(N(N=CC1N[C@H]1[C@@H]([C@@H]2C([C@H](C1)C2)(C)C)C)C2OCCCC2)=O (4-Bromo-2-(tetrahydro-2H-pyran-2-yl)-5-{[(1R,2R,3R,5S)-2,6,6-trimethylbicyclo[3.1.1]hept-3-yl]amino}pyridazin-3(2H)-one), [OH-].[K+] (potassium hydroxide), [Cl-].[NH4+] (ammonium chloride). Reagents/catalysts: C=1C=CC(=CC1)/C=C/C(=O)/C=C/C2=CC=CC=C2.C=1C=CC(=CC1)/C=C/C(=O)/C=C/C2=CC=CC=C2.C=1C=CC(=CC1)/C=C/C(=O)/C=C/C2=CC=CC=C2.[Pd].[Pd] (tris(dibenzylideneacetone)dipalladium), C(C)(C)(C)P(C1=C(C=CC=C1)C1=C(C=C(C=C1C(C)C)C(C)C)C(C)C)C(C)(C)C (2-di-t-butylphosphino-2′,4′,6′-triisopropylbiphenyl). Run in O1CCOCC1.O (1,4-dioxane water). The product is OC=1C(N(N=CC1N[C@H]1[C@@H]([C@@H]2C([C@H](C1)C2)(C)C)C)C2OCCCC2)=O (4-Hydroxy-2-(tetrahydro-2H-pyran-2-yl)-5-{[(1R,2R,3R,5S)-2,6,6-trimethylbicyclo[3.1.1]hept-3-yl]amino}pyridazin-3(2H)-one). The yield is 99.9%. RXN SMILES: Br[C:2]1[C:3](=[O:25])[N:4]([CH:19]2[CH2:24][CH2:23][CH2:22][CH2:21][O:20]2)[N:5]=[CH:6][C:7]=1[NH:8][C@@H:9]1[CH2:14][C@@H:13]2[CH2:15][C@@H:11]([C:12]2([CH3:17])[CH3:16])[C@H:10]1[CH3:18].[OH-:26].[K+].[Cl-].[NH4+]>O1CCOCC1.O.C1C=CC(/C=C/C(/C=C/C2C=CC=CC=2)=O)=CC=1.C1C=CC(/C=C/C(/C=C/C2C=CC=CC=2)=O)=CC=1.C1C=CC(/C=C/C(/C=C/C2C=CC=CC=2)=O)=CC=1.[Pd].[Pd].C(P(C(C)(C)C)C1C=CC=CC=1C1C(C(C)C)=CC(C(C)C)=CC=1C(C)C)(C)(C)C>[OH:26][C:2]1[C:3](=[O:25])[N:4]([CH:19]2[CH2:24][CH2:23][CH2:22][CH2:21][O:20]2)[N:5]=[CH:6][C:7]=1[NH:8][C@@H:9]1[CH2:14][C@@H:13]2[CH2:15][C@@H:11]([C:12]2([CH3:17])[CH3:16])[C@H:10]1[CH3:18] |f:1.2,3.4,5.6,7.8.9.10.11|. Procedure details: 4-Bromo-2-(tetrahydro-2H-pyran-2-yl)-5-{[(1R,2R,3R,5S)-2,6,6-trimethylbicyclo[3.1.1]hept-3-yl]amino}pyridazin-3(2H)-one (200 mg, 0.49 mmol), tris(dibenzylideneacetone)dipalladium (9 mg, 0.01 mmol), potassium hydroxide (82 mg, 1.46 mmol) and 2-di-t-butylphosphino-2′,4′,6′-triisopropylbiphenyl (17 mg, 0.04 mmol) in 1,4-dioxane-water (1/1) were stirred in an argon stream at 100° C. for 1 hour. After completion of the reaction, the reaction solution was mixed with saturated aqueous ammonium chloride... RXN SMILES: [C:1](Br)(=[O:4])[CH2:2][CH3:3].[NH2:6][C:7]1[CH:8]=[CH:9][C:10]([Br:45])=[C:11]([N:13]2[C:17](=[O:18])[N:16]([CH2:19][C:20]3[CH:25]=[CH:24][C:23]([C:26]4[CH:31]=[CH:30][CH:29]=[CH:28][C:27]=4[S:32](=[O:39])(=[O:38])[NH:33][C:34]([CH3:37])([CH3:36])[CH3:35])=[CH:22][C:21]=3[F:40])[C:15]([CH2:41][CH2:42][CH2:43][CH3:44])=[N:14]2)[CH:12]=1>>[Br:45][C:10]1[CH:9]=[CH:8][C:7]([NH:6][C:1](=[O:4])[CH2:2][CH3:3])=[CH:12][C:11]=1[N:13]1[C:17](=[O:18])[N:16]([CH2:19][C:20]2[CH:25]=[CH:24][C:23]([C:26]3[CH:31]=[CH:30][CH:29]=[CH:28][C:27]=3[S:32](=[O:38])(=[O:39])[NH:33][C:34]([CH3:37])([CH3:36])[CH3:35])=[CH:22][C:21]=2[F:40])[C:15]([CH2:41][CH2:42][CH2:43][CH3:44])=[N:14]1. Isolated yield 77.0%. Starting materials: C(CC)(=O)Br (Propionyl bromide), NC=1C=CC(=C(C1)N1N=C(N(C1=O)CC1=C(C=C(C=C1)C1=C(C=CC=C1)S(NC(C)(C)C)(=O)=O)F)CCCC)Br (2-(5-amino-2-bromophenyl)-4-[[2'-(N-t-butylsulfamoyl)-3-fluorobiphenyl-4-yl]methyl]-5-n-butyl-2,4-dihydro-3H-1,2,4-triazol-3-one). The product is BrC1=C(C=C(C=C1)NC(CC)=O)N1N=C(N(C1=O)CC1=C(C=C(C=C1)C1=C(C=CC=C1)S(NC(C)(C)C)(=O)=O)F)CCCC (2-[2-Bromo-5-(propionylamino)phenyl]-4-[[2'-(N-t-butylsulfamoyl)-3-fluorobiphenyl-4-yl]methyl]-5-n-butyl-2,4-dihydro-3H-1,2,4-triazol-3-one). Procedure: Propionyl bromide was reacted with 2-(5-amino-2-bromophenyl)-4-[[2'-(N-t-butylsulfamoyl)-3-fluorobiphenyl-4-yl]methyl]-5-n-butyl-2,4-dihydro-3H-1,2,4-triazol-3-one (from Step D) according to the procedure of Example 26 to give a 77% yield of the title compound as a stiff, off-white foam, mp 119°-121° C.; homogeneous by TLC in 95:5 CH2Cl2 --MeOH; mass spectrum (FAB) m/e 686,688 (M+1)+. Reactants: ClCCl, O=C=NCCCl, Clc1ccc2c(c1)C(c1ccccc1)=NCCN2. Product: O=C(NCCCl)N1CCN=C(c2ccccc2)c2cc(Cl)ccc21. Reaction SMILES: [CH2:25]([Cl:26])[Cl:27].[Cl:19][CH2:20][CH2:21][N:22]=[C:23]=[O:24].[Cl:1][c:2]1[cH:3][cH:4][c:5]2[c:6]([cH:18]1)[C:7]([c:12]1[cH:13][cH:14][cH:15][cH:16][cH:17]1)=[N:8][CH2:9][CH2:10][NH:11]2>>[Cl:1][c:2]1[cH:3][cH:4][c:5]2[c:6]([cH:18]1)[C:7]([c:12]1[cH:13][cH:14][cH:15][cH:16][cH:17]1)=[N:8][CH2:9][CH2:10][N:11]2[C:23]([NH:22][CH2:21][CH2:20][Cl:19])=[O:24]. Reactants: [N+](=O)([O-])C(=CC1=C(C=CC=C1)C(F)(F)F)C(C)=O (2-nitro-1-(2-trifluoromethylphenyl)-but-1-en-3-one), O1CCN(CC1)C1=CCCCC1 (1-morpholinocyclohexene). The solvent is C(C)O (ethanol). The product is CC=1OC2(CCCCC2C(C1[N+](=O)[O-])C1=C(C=CC=C1)C(F)(F)F)N1CCOCC1 (2-Methyl-8a-morpholino-3-nitro-4-(2-trifluoromethylphenyl)-4a,5,6,7,8,8a-hexahydro-4H-chromene). RXN SMILES: [N+:1]([C:4]([C:16](=[O:18])[CH3:17])=[CH:5][C:6]1[CH:11]=[CH:10][CH:9]=[CH:8][C:7]=1[C:12]([F:15])([F:14])[F:13])([O-:3])=[O:2].[O:19]1[CH2:24][CH2:23][N:22]([C:25]2[CH2:30][CH2:29][CH2:28][CH2:27][CH:26]=2)[CH2:21][CH2:20]1>C(O)C>[CH3:17][C:16]1[O:18][C:25]2([N:22]3[CH2:23][CH2:24][O:19][CH2:20][CH2:21]3)[CH:30]([CH:5]([C:6]3[CH:11]=[CH:10][CH:9]=[CH:8][C:7]=3[C:12]([F:13])([F:14])[F:15])[C:4]=1[N+:1]([O-:3])=[O:2])[CH2:29][CH2:28][CH2:27][CH2:26]2. Procedure details: 10.4 g (40 mmol) of 2-nitro-1-(2-trifluoromethylphenyl)-but-1-en-3-one and 6.7 g (40 mmol) of 1-morpholinocyclohexene are brought together in 20 ml of ethanol at room temperature. An exothermic reaction takes place and after a short time the product crystallizes in pale yellow crystals as an isomer mixture.